This data is from the Open Reaction Database (ORD), a public repository of structured organic reaction records. The task is: describe an organic reaction: reactants, conditions, products, and yield The product is COc1nccc2c1cc(C)n2Cc1ccccc1-c1ccccc1. The reactants are COc1nccc2[nH]c(C)cc12, CN(C)C=O, BrCc1ccccc1-c1ccccc1. RXN SMILES: [CH3:1][O:2][c:3]1[n:4][cH:5][cH:6][c:7]2[c:8]1[cH:9][c:10]([CH3:12])[nH:11]2.[O:13]=[CH:14][N:15]([CH3:16])[CH3:17].[c:18]1(-[c:24]2[c:25]([CH2:26][Br:27])[cH:28][cH:29][cH:30][cH:31]2)[cH:19][cH:20][cH:21][cH:22][cH:23]1>>[CH3:1][O:2][c:3]1[n:4][cH:5][cH:6][c:7]2[c:8]1[cH:9][c:10]([CH3:12])[n:11]2[CH2:26][c:25]1[c:24](-[c:18]2[cH:19][cH:20][cH:21][cH:22][cH:23]2)[cH:31][cH:30][cH:29][cH:28]1. The reactants are [N+](=O)([O-])C=1C=CC(=NC1)C(C(=O)OCC)C(=O)OCC (Diethyl 2-(5-nitropyridin-2-yl)malonate), O (water), [OH-].[Na+] (sodium hydroxide), [Mn](=O)(=O)(=O)[O-].[K+] (potassium permanganate), [OH-].[Na+] (sodium hydroxide), [Mn](=O)(=O)(=O)[O-].[K+] (potassium permanganate). Conditions: temperature 60 celsius, time 1.5 hour. Product: [N+](=O)([O-])C=1C=CC(=NC1)C(=O)O (5-nitropyridine-2-carboxylic acid). As a reaction SMILES: [N+:1]([C:4]1[CH:5]=[CH:6][C:7]([CH:10](C(OCC)=O)C(OCC)=O)=[N:8][CH:9]=1)([O-:3])=[O:2].[OH-:21].[Na+].[Mn]([O-])(=O)(=O)=O.[K+].[OH2:29]>>[N+:1]([C:4]1[CH:5]=[CH:6][C:7]([C:10]([OH:29])=[O:21])=[N:8][CH:9]=1)([O-:3])=[O:2] |f:1.2,3.4|. Procedure details: Diethyl 2-(5-nitropyridin-2-yl)malonate (67.47 g) was stirred in water and aqueous sodium hydroxide solution (2N) was added followed by potassium permanganate (42 g) causing the reaction temperature to rise to 60° C. Further portions of aqueous sodium hydroxide solution and potassium permanganate were added maintaining the reaction temperature at 60°-70° C. After the final addition, the suspension was stirred at 60° C. for 1.5 hours. The hot suspension was then filtered through `Hyflo Supercel`.... RXN SMILES: [CH2:12]([c:13]1[cH:14][cH:15][cH:16][cH:17][cH:18]1)[O:19][CH:20]1[CH2:21][CH2:22][C:23]([C:26]#[N:27])([N:28]([CH3:29])[CH3:30])[CH2:24][CH2:25]1.[CH:8]([Mg+:9])([CH3:10])[CH3:11].[Cl-:31].[Cl-:7].[I:1][c:2]1[s:3][cH:4][cH:5][cH:6]1.[NH4+:32].[O:33]1[CH2:34][CH2:35][CH2:36][CH2:37]1>>[c:2]1([C:23]2([N:28]([CH3:29])[CH3:30])[CH2:22][CH2:21][CH:20]([O:19][CH2:12][c:13]3[cH:14][cH:15][cH:16][cH:17][cH:18]3)[CH2:25][CH2:24]2)[s:3][cH:4][cH:5][cH:6]1. The product is CN(C)C1(c2cccs2)CCC(OCc2ccccc2)CC1. Reactants: CN(C)C1(C#N)CCC(OCc2ccccc2)CC1, CC(C)[Mg+], [Cl-], [Cl-], Ic1cccs1, [NH4+], C1CCOC1. Starting materials: [H][H] (hydrogen), S1C=CC=C1 (thiophene), C(C)O (ethanol), ClC1=CC(=C(C=C1Cl)NCCO)[N+](=O)[O-] (2-[(4,5-dichloro-2-nitrophenyl)-amino]-ethanol). Reagents/catalysts: [Pt] (platinum-on-charcoal). Run in CO (methanol). Product: 50, NC1=C(C=C(C(=C1)Cl)Cl)NCCO (2-[(2-amino-4,5-dichlorophenyl)amino]ethanol). Isolated yield 81.0%. As a reaction SMILES: S1C=CC=C1.C(O)C.[Cl:9][C:10]1[C:15]([Cl:16])=[CH:14][C:13]([NH:17][CH2:18][CH2:19][OH:20])=[C:12]([N+:21]([O-])=O)[CH:11]=1.[H][H]>[Pt].CO>[NH2:21][C:12]1[CH:11]=[C:10]([Cl:9])[C:15]([Cl:16])=[CH:14][C:13]=1[NH:17][CH2:18][CH2:19][OH:20]. Procedure details: To 2 parts of a solution of 2 parts of thiophene in 40 parts of ethanol are added 71 parts of 2-[(4,5-dichloro-2-nitrophenyl)-amino]-ethanol and 400 parts of methanol. The whole is hydrogenated at normal pressure and at room temperature with 2 parts of platinum-on-charcoal catalyst 5%. After the calculated amount of hydrogen is taken up, the catalyst is filtered off and the filtrate is evaporated. The residue is taken up in methylbenzene and the latter is evaporated again. The solid residue is s... The reactants are CO, Cc1ccc(S(=O)(=O)Cl)cc1F, Nc1cc(Cl)cnc1C(=O)c1ccnc2[nH]ccc12, [Na+], [OH-], O, c1ccncc1. Yields the product Cc1ccc(S(=O)(=O)Nc2cc(Cl)cnc2C(=O)c2ccnc3[nH]ccc23)cc1F. Reaction SMILES: [CH3:32][OH:33].[F:20][c:21]1[cH:22][c:23]([S:28](=[O:29])(=[O:30])[Cl:31])[cH:24][cH:25][c:26]1[CH3:27].[NH2:1][c:2]1[c:3]([C:9](=[O:10])[c:11]2[c:12]3[c:13]([n:14][cH:15][cH:16]2)[nH:17][cH:18][cH:19]3)[n:4][cH:5][c:6]([Cl:8])[cH:7]1.[Na+:35].[OH-:34].[OH2:42].[cH:36]1[cH:37][cH:38][n:39][cH:40][cH:41]1>>[NH:1]([c:2]1[c:3]([C:9](=[O:10])[c:11]2[c:12]3[c:13]([n:14][cH:15][cH:16]2)[nH:17][cH:18][cH:19]3)[n:4][cH:5][c:6]([Cl:8])[cH:7]1)[S:28]([c:23]1[cH:22][c:21]([F:20])[c:26]([CH3:27])[cH:25][cH:24]1)(=[O:29])=[O:30]. Starting materials: C, CCCc1c(OCc2ccc(C(N)c3cccc(-c4nnn[nH]4)c3)cc2)ccc(C(C)=O)c1O, O=S(=O)(Cl)Cl. Product: CCCc1c(OCc2ccc(C(NS(C)(=O)=O)c3cccc(-c4nnn[nH]4)c3)cc2)ccc(C(C)=O)c1O. Reaction SMILES: [CH4:6].[NH2:7][CH:8]([c:9]1[cH:10][cH:11][c:12]([CH2:13][O:14][c:15]2[c:16]([CH2:25][CH2:26][CH3:27])[c:17]([OH:24])[c:18]([C:21]([CH3:22])=[O:23])[cH:19][cH:20]2)[cH:28][cH:29]1)[c:30]1[cH:31][c:32](-[c:36]2[n:37][n:38][n:39][nH:40]2)[cH:33][cH:34][cH:35]1.[S:1](=[O:2])(=[O:3])([Cl:4])[Cl:5]>>[S:1](=[O:2])(=[O:3])([CH3:6])[NH:7][CH:8]([c:9]1[cH:10][cH:11][c:12]([CH2:13][O:14][c:15]2[c:16]([CH2:25][CH2:26][CH3:27])[c:17]([OH:24])[c:18]([C:21]([CH3:22])=[O:23])[cH:19][cH:20]2)[cH:28][cH:29]1)[c:30]1[cH:31][c:32](-[c:36]2[n:37][n:38][n:39][nH:40]2)[cH:33][cH:34][cH:35]1. Starting materials: CCS(=O)(=O)Cl, CC1(C)CC(c2ccccc2N)Nc2ccc(C(F)(F)F)cc21, ClCCl, O, c1ccncc1. Yields the product CCS(=O)(=O)Nc1ccccc1C1CC(C)(C)c2cc(C(F)(F)F)ccc2N1. RXN SMILES: [CH2:30]([CH3:31])[S:32](=[O:33])(=[O:34])[Cl:35].[CH3:1][C:2]1([CH3:23])[CH2:3][CH:4]([c:16]2[c:17]([NH2:18])[cH:19][cH:20][cH:21][cH:22]2)[NH:5][c:6]2[cH:7][cH:8][c:9]([C:12]([F:13])([F:14])[F:15])[cH:10][c:11]21.[Cl:36][CH2:37][Cl:38].[OH2:39].[cH:24]1[cH:25][cH:26][n:27][cH:28][cH:29]1>>[CH3:1][C:2]1([CH3:23])[CH2:3][CH:4]([c:16]2[c:17]([NH:18][S:32]([CH2:30][CH3:31])(=[O:33])=[O:34])[cH:19][cH:20][cH:21][cH:22]2)[NH:5][c:6]2[cH:7][cH:8][c:9]([C:12]([F:13])([F:14])[F:15])[cH:10][c:11]21.